describe an organic reaction: reactants, conditions, products, and yield From a dataset of the Open Reaction Database (ORD), a public repository of structured organic reaction records. The solvent is O (water). Starting materials: C(C)(=O)OCC (ethyl acetate), Cl.Cl.C1(CCC1)N1CCNCC1 (1-cyclobutylpiperazine dihydrochloride), ClC1=NC=NC(=C1)Cl (4,6-dichloropyrimidine), C(C)N(C(C)C)C(C)C (N-ethyl-N-(propan-2-yl)propane-2-amine). Yields the product ClC1=NC=NC(=C1)N1CCN(CC1)C1CCC1 (4-Chloro-6-(4-cyclobutylpiperazin-1-yl)pyrimidine). Procedure details: 1.8 g (8.4 mmol) of 1-cyclobutylpiperazine dihydrochloride (Zaragoza et al., J. Med. Chem. 2004, 47, 2833) are initially charged in 18 ml of water, and 2.9 ml (2.1 g, 16.9 mmol) of N-ethyl-N-(propan-2-yl)propane-2-amine are added. The mixture is stirred at RT for 30 min, and 1.3 g (8.4 mmol) of 4,6-dichloropyrimidine are added. The reaction mixture is stirred at 115° C. for 1 h and cooled to RT, 25 ml of ethyl acetate are added and the mixture is extracted with 25 ml of a saturated aqueous sodiu... Conditions: time 30 minute. As a reaction SMILES: Cl.Cl.[CH:3]1([N:7]2[CH2:12][CH2:11][NH:10][CH2:9][CH2:8]2)[CH2:6][CH2:5][CH2:4]1.C(N(C(C)C)C(C)C)C.[Cl:22][C:23]1[CH:28]=[C:27](Cl)[N:26]=[CH:25][N:24]=1.C(OCC)(=O)C>O>[Cl:22][C:23]1[CH:28]=[C:27]([N:10]2[CH2:11][CH2:12][N:7]([CH:3]3[CH2:6][CH2:5][CH2:4]3)[CH2:8][CH2:9]2)[N:26]=[CH:25][N:24]=1 |f:0.1.2|.